This data is from the Open Reaction Database (ORD), a public repository of structured organic reaction records. The task is: describe an organic reaction: reactants, conditions, products, and yield Starting materials: Cc1cc(N)n[nH]1, CCN(C(C)C)C(C)C, O=C(c1ccc(F)cc1)c1nc(Cl)c2ccc(C(F)(F)F)cc2n1, [I-], [K+], CN(C)C=O, O. Yields the product Cc1cc(Nc2nc(C(=O)c3ccc(F)cc3)nc3cc(C(F)(F)F)ccc23)n[nH]1. RXN SMILES: [CH3:34][c:35]1[cH:36][c:37]([NH2:40])[n:38][nH:39]1.[CH:25]([N:26]([CH2:27][CH3:28])[CH:29]([CH3:30])[CH3:31])([CH3:32])[CH3:33].[Cl:1][c:2]1[n:3][c:4]([C:16](=[O:17])[c:18]2[cH:19][cH:20][c:21]([F:24])[cH:22][cH:23]2)[n:5][c:6]2[cH:7][c:8]([C:12]([F:13])([F:14])[F:15])[cH:9][cH:10][c:11]12.[I-:42].[K+:41].[O:43]=[CH:44][N:45]([CH3:46])[CH3:47].[OH2:48]>>[c:2]1([NH:40][c:37]2[cH:36][c:35]([CH3:34])[nH:39][n:38]2)[n:3][c:4]([C:16](=[O:17])[c:18]2[cH:19][cH:20][c:21]([F:24])[cH:22][cH:23]2)[n:5][c:6]2[cH:7][c:8]([C:12]([F:13])([F:14])[F:15])[cH:9][cH:10][c:11]12. The reactants are Cn1cc(-c2ccc(F)cc2)c(C(=O)N2CCCCC2CNc2ncc(Br)cn2)n1, CN1CCCC1=O, N#C[Cu], O. Product: Cn1cc(-c2ccc(F)cc2)c(C(=O)N2CCCCC2CNc2ncc(C#N)cn2)n1. Reaction SMILES: [Br:1][c:2]1[cH:3][n:4][c:5]([NH:8][CH2:9][CH:10]2[N:11]([C:16](=[O:17])[c:18]3[n:19][n:20]([CH3:30])[cH:21][c:22]3-[c:23]3[cH:24][cH:25][c:26]([F:29])[cH:27][cH:28]3)[CH2:12][CH2:13][CH2:14][CH2:15]2)[n:6][cH:7]1.[CH3:34][N:35]1[CH2:36][CH2:37][CH2:38][C:39]1=[O:40].[Cu:31][C:32]#[N:33].[OH2:41]>>[c:2]1([C:32]#[N:33])[cH:3][n:4][c:5]([NH:8][CH2:9][CH:10]2[N:11]([C:16](=[O:17])[c:18]3[n:19][n:20]([CH3:30])[cH:21][c:22]3-[c:23]3[cH:24][cH:25][c:26]([F:29])[cH:27][cH:28]3)[CH2:12][CH2:13][CH2:14][CH2:15]2)[n:6][cH:7]1. Starting materials: ClC1=CC2=C(C(C3=C(CC2)C=C(C=C3)OC[C@@H]3OC(OC3)(C)C)=O)C=C1 ((S)-2-chloro-8-(2,2-dimethyl-[1,3]dioxolan-4-ylmethoxy)-10,11-dihydrodibenzo[a,d]cyclohepten-5-one), C1(=C(C=CC=C1)N)N (phenylenediamine), P (phosphine), O([Na])C(C)(C)C (NaOtert-Bu). Procedure details: For the synthesis of the title compound, 0.91 g (0.0024 mol) of (S)-2-chloro-8-(2,2-dimethyl-[1,3]dioxolan-4-ylmethoxy)-10,11-dihydrodibenzo[a,d]cyclohepten-5-one, 1.00 g (0.0092 mol) of phenylenediamine, 2 spatula tips of Pd(OAc)2, 0.18 g of phosphine ligand and 1.60 g (0.0166 mol) of NaOtert-Bu in 10 ml of toluene and 2 ml of tert-BuOH are reacted by method O. The reagents and catalysts are CC(=O)[O-].CC(=O)[O-].[Pd+2] (Pd(OAc)2). Reaction SMILES: Cl[C:2]1[CH:26]=[CH:25][C:5]2[C:6](=[O:24])[C:7]3[CH:14]=[CH:13][C:12]([O:15][CH2:16][C@H:17]4[CH2:21][O:20][C:19]([CH3:23])([CH3:22])[O:18]4)=[CH:11][C:8]=3[CH2:9][CH2:10][C:4]=2[CH:3]=1.[C:27]1([NH2:34])[CH:32]=[CH:31][CH:30]=[CH:29][C:28]=1[NH2:33].P.O(C(C)(C)C)[Na]>C1(C)C=CC=CC=1.C(O)(C)(C)C.CC([O-])=O.CC([O-])=O.[Pd+2]>[NH2:33][C:28]1[CH:29]=[CH:30][CH:31]=[CH:32][C:27]=1[NH:34][C:2]1[CH:26]=[CH:25][C:5]2[C:6](=[O:24])[C:7]3[CH:14]=[CH:13][C:12]([O:15][CH2:16][C@H:17]4[CH2:21][O:20][C:19]([CH3:23])([CH3:22])[O:18]4)=[CH:11][C:8]=3[CH2:9][CH2:10][C:4]=2[CH:3]=1 |f:6.7.8|. Yields the product NC1=C(C=CC=C1)NC1=CC2=C(C(C3=C(CC2)C=C(C=C3)OC[C@@H]3OC(OC3)(C)C)=O)C=C1 ((S)-2-(2-Aminophenylamino)-8-(2,2-dimethyl-[1,3]dioxolan-4-ylmethoxy)-10,11-dihydrodibenzo[a,d]cyclohepten-5-one). Run in C1(=CC=CC=C1)C (toluene), C(C)(C)(C)O (tert-BuOH). Reactants: O=C(n1ccnc1)n1ccnc1, CC1(C)Cc2cc(C(=O)O)ccc2NC1c1cccc(N2CCOC2=O)c1, CN(C)C=O, NS(=O)(=O)C1CC1, [H-], [Na+]. The product is CC1(C)Cc2cc(C(=O)NS(=O)(=O)C3CC3)ccc2NC1c1cccc(N2CCOC2=O)c1. Reaction SMILES: [C:37]([n:38]1[cH:39][cH:40][n:41][cH:42]1)([n:43]1[cH:44][cH:45][n:46][cH:47]1)=[O:48].[CH3:10][C:11]1([CH3:36])[CH:12]([c:24]2[cH:25][c:26]([N:30]3[C:31](=[O:35])[O:32][CH2:33][CH2:34]3)[cH:27][cH:28][cH:29]2)[NH:13][c:14]2[cH:15][cH:16][c:17]([C:21](=[O:22])[OH:23])[cH:18][c:19]2[CH2:20]1.[CH3:49][N:50]([CH3:51])[CH:52]=[O:53].[CH:3]1([S:6](=[O:7])(=[O:8])[NH2:9])[CH2:4][CH2:5]1.[H-:1].[Na+:2]>>[CH:3]1([S:6](=[O:7])(=[O:8])[NH:9][C:21]([c:17]2[cH:16][cH:15][c:14]3[c:19]([cH:18]2)[CH2:20][C:11]([CH3:10])([CH3:36])[CH:12]([c:24]2[cH:25][c:26]([N:30]4[C:31](=[O:35])[O:32][CH2:33][CH2:34]4)[cH:27][cH:28][cH:29]2)[NH:13]3)=[O:22])[CH2:4][CH2:5]1. The reactants are ice, N1C=NC=C1 (imidazole), C(C)(C)(C)[Si](C1=CC=CC=C1)(C1=CC=CC=C1)Cl (t-butyl chlorodiphenylsilane), C[C@@H]1CN(C[C@@H](O1)C)C1=C(C=CC(=C1F)F)CO ([2-((2R,6S)-2,6-dimethyl-morpholin-4-yl)-3,4-difluoro-phenyl]-methanol), C[C@@H]1CN(C[C@@H](O1)C)C1=C(C=CC(=C1F)F)CO ([2-((2R,6S)-2,6-dimethyl-morpholin-4-yl)-3,4-difluoro-phenyl]-methanol). Solvent: C(Cl)Cl (CH2Cl2), C(Cl)Cl (CH2Cl2). Conditions: time 12 hour. Product: [Si](C1=CC=CC=C1)(C1=CC=CC=C1)(C(C)(C)C)OCC1=CC=C(C(=C1N1C[C@H](O[C@H](C1)C)C)F)F ((2R,6S)-4-[6-({[tert-butyl(diphenyl)silyl]oxy}methyl)-2,3-difluorophenyl]-2,6-dimethylmorpholine). Reaction SMILES: [CH3:1][C@H:2]1[O:7][C@@H:6]([CH3:8])[CH2:5][N:4]([C:9]2[C:14]([F:15])=[C:13]([F:16])[CH:12]=[CH:11][C:10]=2[CH2:17][OH:18])[CH2:3]1.N1C=CN=C1.[C:24]([Si:28](Cl)([C:35]1[CH:40]=[CH:39][CH:38]=[CH:37][CH:36]=1)[C:29]1[CH:34]=[CH:33][CH:32]=[CH:31][CH:30]=1)([CH3:27])([CH3:26])[CH3:25]>C(Cl)Cl>[Si:28]([O:18][CH2:17][C:10]1[C:9]([N:4]2[CH2:3][C@H:2]([CH3:1])[O:7][C@H:6]([CH3:8])[CH2:5]2)=[C:14]([F:15])[C:13]([F:16])=[CH:12][CH:11]=1)([C:24]([CH3:27])([CH3:26])[CH3:25])([C:35]1[CH:36]=[CH:37][CH:38]=[CH:39][CH:40]=1)[C:29]1[CH:34]=[CH:33][CH:32]=[CH:31][CH:30]=1. Procedure details: To an ice cooled and stirred solution of [2-((2R,6S)-2,6-dimethyl-morpholin-4-yl)-3,4-difluoro-phenyl]-methanol (Intermediate 2, 27.0 g, 105 mmol) in CH2Cl2 was added imidazole (8.5 g, 126 mmol) followed by t-butyl chlorodiphenylsilane (30 mL, 115 mmol) over a period of 15 min. The mixture was brought to room temperature and stirred for 12 h during which tlc showed the disappearance of starting material. The reaction mixture diluted with CH2Cl2 and washed successively with 1 N HCl (1×250 mL), wa...